Dataset: the Open Reaction Database (ORD), a public repository of structured organic reaction records. Task: describe an organic reaction: reactants, conditions, products, and yield Starting materials: c1ccc(CN2CCNCC2)cc1, Cc1ccccc1, ClC(Cl)Cl, N#Cc1ncn2c1N(C(=O)CCl)CC=C2c1cccc(C(F)(F)F)c1, [Mg+2], [Mg+2], [Na+], [Na+], [Na+], O=C([O-])[O-], [OH-], [O-][Si]([O-])([O-])[O-]. Product: N#Cc1ncn2c1N(C(=O)CN1CCN(Cc3ccccc3)CC1)CC=C2c1cccc(C(F)(F)F)c1. Reaction SMILES: [CH2:1]([c:2]1[cH:3][cH:4][cH:5][cH:6][cH:7]1)[N:8]1[CH2:9][CH2:10][NH:11][CH2:12][CH2:13]1.[CH3:54][c:55]1[cH:56][cH:57][cH:58][cH:59][cH:60]1.[CH:61]([Cl:62])([Cl:63])[Cl:64].[Cl:14][CH2:15][C:16](=[O:17])[N:18]1[c:19]2[n:20]([cH:34][n:35][c:36]2[C:37]#[N:38])[C:21]([c:24]2[cH:25][c:26]([C:30]([F:31])([F:32])[F:33])[cH:27][cH:28][cH:29]2)=[CH:22][CH2:23]1.[Mg+2:52].[Mg+2:53].[Na+:39].[Na+:40].[Na+:46].[O-:41][C:42](=[O:43])[O-:44].[OH-:45].[Si:47]([O-:48])([O-:49])([O-:50])[O-:51]>>[CH2:1]([c:2]1[cH:3][cH:4][cH:5][cH:6][cH:7]1)[N:8]1[CH2:9][CH2:10][N:11]([CH2:15][C:16](=[O:17])[N:18]2[c:19]3[n:20]([cH:34][n:35][c:36]3[C:37]#[N:38])[C:21]([c:24]3[cH:25][c:26]([C:30]([F:31])([F:32])[F:33])[cH:27][cH:28][cH:29]3)=[CH:22][CH2:23]2)[CH2:12][CH2:13]1.